This data is from the Open Reaction Database (ORD), a public repository of structured organic reaction records. The task is: describe an organic reaction: reactants, conditions, products, and yield Yields the product CCOC(=O)c1cn(C)n(-c2ccc(F)cc2F)c1=O. The reactants are CCOC(=O)c1c[nH]n(-c2ccc(F)cc2F)c1=O, COS(=O)(=O)C(F)(F)F. Reaction SMILES: [F:1][c:2]1[c:3](-[n:9]2[nH:10][cH:11][c:12]([C:15](=[O:16])[O:17][CH2:18][CH3:19])[c:13]2=[O:14])[cH:4][cH:5][c:6]([F:8])[cH:7]1.[F:20][C:21]([F:22])([F:23])[S:24]([O:25][CH3:26])(=[O:27])=[O:28]>>[F:1][c:2]1[c:3](-[n:9]2[n:10]([CH3:21])[cH:11][c:12]([C:15](=[O:16])[O:17][CH2:18][CH3:19])[c:13]2=[O:14])[cH:4][cH:5][c:6]([F:8])[cH:7]1. Starting materials: CCCCc1ccc(C#Cc2ccc(CN(Cc3ccc(OCC(=O)OC)cc3)C(=O)COCCOC)cc2)cc1, C1CCOC1, CO, [Na+], [OH-]. The product is CCCCc1ccc(C#Cc2ccc(CN(Cc3ccc(OCC(=O)O)cc3)C(=O)COCCOC)cc2)cc1. As a reaction SMILES: [CH2:1]([CH2:2][CH2:3][CH3:4])[c:5]1[cH:6][cH:7][c:8]([C:11]#[C:12][c:13]2[cH:14][cH:15][c:16]([CH2:17][N:18]([C:19]([CH2:20][O:21][CH2:22][CH2:23][O:24][CH3:25])=[O:26])[CH2:27][c:28]3[cH:29][cH:30][c:31]([O:32][CH2:33][C:34](=[O:35])[O:36][CH3:37])[cH:38][cH:39]3)[cH:40][cH:41]2)[cH:9][cH:10]1.[CH2:46]1[O:47][CH2:48][CH2:49][CH2:50]1.[CH3:44][OH:45].[Na+:43].[OH-:42]>>[CH2:1]([CH2:2][CH2:3][CH3:4])[c:5]1[cH:6][cH:7][c:8]([C:11]#[C:12][c:13]2[cH:14][cH:15][c:16]([CH2:17][N:18]([C:19]([CH2:20][O:21][CH2:22][CH2:23][O:24][CH3:25])=[O:26])[CH2:27][c:28]3[cH:29][cH:30][c:31]([O:32][CH2:33][C:34](=[O:35])[OH:36])[cH:38][cH:39]3)[cH:40][cH:41]2)[cH:9][cH:10]1. Reactants: C(C)S(=O)(=O)N1CCC(CC1)(C#N)CC1CCOCC1 (1-(ethylsulfonyl)-4-(tetrahydro-2H-pyran-4-ylmethyl)piperidine-4-carbonitrile), O (water), N (ammonia). Reagents/catalysts: [Ni] (Raney nickel). Run in CO (methanol). Conditions: time 12 hour. Yields the product C(C)S(=O)(=O)N1CCC(CC1)(CC1CCOCC1)CN (1-[1-(ethylsulfonyl)-4-(tetrahydro-2H-pyran-4-ylmethyl)piperidin-4-yl]methanamine). RXN SMILES: [CH2:1]([S:3]([N:6]1[CH2:11][CH2:10][C:9]([CH2:14][CH:15]2[CH2:20][CH2:19][O:18][CH2:17][CH2:16]2)([C:12]#[N:13])[CH2:8][CH2:7]1)(=[O:5])=[O:4])[CH3:2].N.O>CO.[Ni]>[CH2:1]([S:3]([N:6]1[CH2:11][CH2:10][C:9]([CH2:12][NH2:13])([CH2:14][CH:15]2[CH2:20][CH2:19][O:18][CH2:17][CH2:16]2)[CH2:8][CH2:7]1)(=[O:5])=[O:4])[CH3:2]. Reported procedure: In a heavy wall flask was placed 1-(ethylsulfonyl)-4-(tetrahydro-2H-pyran-4-ylmethyl)piperidine-4-carbonitrile (10) (1.25 g, 4.17 mmol) and 2N ammonia in methanol (50 ml). To this was added Raney nickel slurry in water (1.073 g, 12.52 mmol) and the reaction agitated under hydrogen atmosphere (45 psi) at room temp for 12 hours. The catalyst was filtered off using celite and washed with MeOH (200 ml) and the organics were concentrated in vacuo to give 1-[1-(ethylsulfonyl)-4-(tetrahydro-2H-pyran-4-... Starting materials: C(C)(C)(C)OC(NC(CNC(=O)C=1C(=NN2C1C=C(C=C2OCCC(C(F)(F)F)C(F)(F)F)C)C)(CCC)C)=O (rac-[1-[({2,5-Dimethyl-7-[4,4,4-trifluoro-3-(trifluoromethyl)butoxy]pyrazolo[1,5-a]pyridin-3-yl}carbonyl)amino]-2-methylpentan-2-yl}carbamic Acid tert-butyl Ester), FC(C(=O)O)(F)F (trifluoroacetic acid). Solvent: ClCCl (dichloromethane). Run at time 18 hour. Yields the product NC(CNC(=O)C=1C(=NN2C1C=C(C=C2OCCC(C(F)(F)F)C(F)(F)F)C)C)(CCC)C (rac-N-(2-Amino-2-methylpentyl)-2,5-dimethyl-7-[4,4,4-trifluoro-3-(trifluoromethyl)butoxy]pyrazolo[1,5-a]pyridine-3-carboxamide). The yield is 6.8%. RXN SMILES: C(OC(=O)[NH:7][C:8]([CH3:39])([CH2:36][CH2:37][CH3:38])[CH2:9][NH:10][C:11]([C:13]1[C:14]([CH3:35])=[N:15][N:16]2[C:21]([O:22][CH2:23][CH2:24][CH:25]([C:30]([F:33])([F:32])[F:31])[C:26]([F:29])([F:28])[F:27])=[CH:20][C:19]([CH3:34])=[CH:18][C:17]=12)=[O:12])(C)(C)C.FC(F)(F)C(O)=O>ClCCl>[NH2:7][C:8]([CH3:39])([CH2:36][CH2:37][CH3:38])[CH2:9][NH:10][C:11]([C:13]1[C:14]([CH3:35])=[N:15][N:16]2[C:21]([O:22][CH2:23][CH2:24][CH:25]([C:30]([F:33])([F:32])[F:31])[C:26]([F:27])([F:28])[F:29])=[CH:20][C:19]([CH3:34])=[CH:18][C:17]=12)=[O:12]. Procedure: A solution of 30 mg (0.051 mmol) of rac-{1-[({2,5-dimethyl-7-[4,4,4-trifluoro-3-(trifluoromethyl)butoxy]pyrazolo[1,5-a]pyridin-3-yl}carbonyl)amino]-2-methylpentan-2-yl}carbamic acid tert-butyl ester (Example 142A) in 2 ml of dichloromethane was admixed with trifluoroacetic acid (0.117 ml). The reaction mixture was stirred at room temperature for 18 hours. The solvent was evaporated off under reduced pressure and the residue was partitioned between dichloromethane and water. The organic phase was... Starting materials: C1(=CC=CC=C1)C(C#N)O[Si](C)(C)C (2-phenyl-2-(trimethylsilyloxy)acetonitrile), ClC1=NC(=NC=C1C(=O)OCC)SC (ethyl 4-chloro-2-(methylthio)pyrimidine-5-carboxylate), [F-].C(CCC)[N+](CCCC)(CCCC)CCCC (tetrabutyl ammonium fluoride), C(C)(C)[N-]C(C)C.[Li+] (lithium diisopropylamide). Run in C1CCOC1 (THF), C1CCOC1 (THF), C1CCOC1 (THF). Conditions: time 2 hour. The product is C(C1=CC=CC=C1)(=O)C1=NC(=NC=C1C(=O)OCC)SC (ethyl 4-benzoyl-2-(methylthio)pyrimidine-5-carboxylate). Reaction SMILES: C([N-]C(C)C)(C)C.[Li+].[C:9]1([CH:15]([O:18][Si](C)(C)C)[C:16]#[N:17])[CH:14]=[CH:13][CH:12]=[CH:11][CH:10]=1.Cl[C:24]1[C:29]([C:30]([O:32][CH2:33][CH3:34])=[O:31])=CN=[C:26]([S:35][CH3:36])[N:25]=1.[F-].C([N+](CCCC)(CCCC)CCCC)CCC>C1COCC1>[C:15]([C:16]1[C:29]([C:30]([O:32][CH2:33][CH3:34])=[O:31])=[CH:24][N:25]=[C:26]([S:35][CH3:36])[N:17]=1)(=[O:18])[C:9]1[CH:14]=[CH:13][CH:12]=[CH:11][CH:10]=1 |f:0.1,4.5|. Procedure: To a cold (−78° C.) freshly-prepared solution of lithium diisopropylamide (2.62 mmol) in THF (5 mL) was added a solution of 2-phenyl-2-(trimethylsilyloxy)acetonitrile (0.5 ml, 2.382 mmol) in THF (4 mL). The solution was stirred for 2 hours, and a solution of ethyl 4-chloro-2-(methylthio)pyrimidine-5-carboxylate (554 mg, 2.382 mmol) in THF (3 mL) was added dropwise. The cold bath was removed, and the reaction warmed to room temperature. The reaction mixture was quenched by the addition of saturat... The reactants are O=C1CCC(=O)N1Br, O=C([O-])[O-], CC(C)N1CCN(c2cnccn2)CC1, ClCCl, [Na+], [Na+]. Product: CC(C)N1CCN(c2cnccn2)CC1Br. As a reaction SMILES: [Br:16][N:17]1[C:18](=[O:19])[CH2:20][CH2:21][C:22]1=[O:23].[C:24](=[O:25])([O-:26])[O-:27].[CH:1]([CH3:2])([CH3:3])[N:4]1[CH2:5][CH2:6][N:7]([c:10]2[n:11][cH:12][cH:13][n:14][cH:15]2)[CH2:8][CH2:9]1.[Cl:30][CH2:31][Cl:32].[Na+:28].[Na+:29]>>[CH:1]([CH3:2])([CH3:3])[N:4]1[CH:5]([Br:16])[CH2:6][N:7]([c:10]2[n:11][cH:12][cH:13][n:14][cH:15]2)[CH2:8][CH2:9]1. The reactants are NC1=CC=C(C=C1)C=1C(NC(NN1)=O)C (6-(4-aminophenyl)-5-methyl-4,5-dihydro-1,2,4-triazin-3(2H)-one), C1(=CC=CC=C1)N=C=S (phenyl isothiocyanate). Run in CN(C=O)C (dimethylformamide). The product is C1(=CC=CC=C1)NC(NC1=CC=C(C=C1)C=1C(NC(NN1)=O)C)=S (6-[4-(3-phenyl-thioureido)phenyl]-5-methyl-4,5-dihydro-1,2,4-triazin-3(2H)-one). As a reaction SMILES: [NH2:1][C:2]1[CH:7]=[CH:6][C:5]([C:8]2[CH:9]([CH3:15])[NH:10][C:11](=[O:14])[NH:12][N:13]=2)=[CH:4][CH:3]=1.[C:16]1([N:22]=[C:23]=[S:24])[CH:21]=[CH:20][CH:19]=[CH:18][CH:17]=1>CN(C)C=O>[C:16]1([NH:22][C:23](=[S:24])[NH:1][C:2]2[CH:3]=[CH:4][C:5]([C:8]3[CH:9]([CH3:15])[NH:10][C:11](=[O:14])[NH:12][N:13]=3)=[CH:6][CH:7]=2)[CH:21]=[CH:20][CH:19]=[CH:18][CH:17]=1. Procedure details: A solution of 6-(4-aminophenyl)-5-methyl-4,5-dihydro-1,2,4-triazin-3(2H)-one (3 g) and phenyl isothiocyanate (1.8 ml) in dimethylformamide (30 ml) was stirred at room temperature for 6 hours and then concentrated under reduced pressure. To the residue was added water and the thus-produced crystals were recovered by filtration, washed with water and dried to give 6-[4-(3-phenyl-thioureido)phenyl]-5-methyl-4,5-dihydro-1,2,4-triazin-3(2H)-one (5.32 g). The reactants are O1CCCC1 (tetrahydrofuran), [OH-].[Na+] (sodium hydroxide), O1CCCC1 (tetrahydrofuran), [H-].[Al+3].[Li+].[H-].[H-].[H-] (lithium aluminum hydride), C1C=CC2=CC=CC(=C12)OCC1CN(C(CO1)=O)C(C)C (2-(7-indenyloxymethyl)-4-isopropylmorpholin-5-one), [H-].[Al+3].[Li+].[H-].[H-].[H-] (lithium aluminum hydride). Solvent: O (water), O (water), C(C)(=O)OCC (ethyl acetate). Conditions: time 10 hour. Product: C(C)(C)N1CC(OCC1)COC=1C=CC=C2C=CCC12 (4-isopropyl-2-(7-indenyloxymethyl)morpholine). Isolated yield 79.0%. RXN SMILES: O1CCCC1.[H-].[Al+3].[Li+].[H-].[H-].[H-].[CH2:12]1[C:20]2[C:15](=[CH:16][CH:17]=[CH:18][C:19]=2[O:21][CH2:22][CH:23]2[O:28][CH2:27][C:26](=O)[N:25]([CH:30]([CH3:32])[CH3:31])[CH2:24]2)[CH:14]=[CH:13]1.[OH-].[Na+]>C(OCC)(=O)C.O>[CH:30]([N:25]1[CH2:26][CH2:27][O:28][CH:23]([CH2:22][O:21][C:19]2[CH:18]=[CH:17][CH:16]=[C:15]3[C:20]=2[CH2:12][CH:13]=[CH:14]3)[CH2:24]1)([CH3:32])[CH3:31] |f:1.2.3.4.5.6,8.9|. Reported procedure: In 50 ml. of anhydrous tetrahydrofuran was suspended 0.5 g. of lithium aluminum hydride and after adding slowly to the suspension a solution of 2.0 g. of 2-(7-indenyloxymethyl)-4-isopropylmorpholin-5-one in 10 ml. of anhydrous tetrahydrofuran with stirring, the mixture was stirred for 10 hours at 40°-50° C. Then, to the reaction mixture thus formed were added 0.5 ml. of water, 0.5 ml. of an aqueous 15% sodium hydroxide solution, and then 1.5 ml. of water successively to decompose excess lithium ... Reaction SMILES: [CH3:13][C:14]([CH3:15])=[O:16].[F:1][C:2]([C:3]([F:4])([F:5])[F:6])([c:7]1[n:8][nH:9][cH:10][n:11]1)[F:12]>>[F:1][C:2]([C:3]([F:4])([F:5])[F:6])([c:7]1[n:8][n:9]([CH2:14][OH:16])[cH:10][n:11]1)[F:12]. Reactants: CC(C)=O, FC(F)(F)C(F)(F)c1nc[nH]n1. Yields the product OCn1cnc(C(F)(F)C(F)(F)F)n1.